From a dataset of the Open Reaction Database (ORD), a public repository of structured organic reaction records. describe an organic reaction: reactants, conditions, products, and yield Starting materials: CN(C)C=O, Fc1cc(Cl)ccc1C=Cc1nc(CCl)co1, [H-], [Na+], Oc1ccc(CCCCn2ccnn2)cc1. Yields the product Fc1cc(Cl)ccc1C=Cc1nc(COc2ccc(CCCCn3ccnn3)cc2)co1. RXN SMILES: [CH:36]([N:37]([CH3:38])[CH3:39])=[O:40].[Cl:19][c:20]1[cH:21][c:22]([F:35])[c:23]([CH:26]=[CH:27][c:28]2[o:29][cH:30][c:31]([CH2:33][Cl:34])[n:32]2)[cH:24][cH:25]1.[H-:1].[Na+:2].[n:3]1([CH2:8][CH2:9][CH2:10][CH2:11][c:12]2[cH:13][cH:14][c:15]([OH:18])[cH:16][cH:17]2)[n:4][n:5][cH:6][cH:7]1>>[n:3]1([CH2:8][CH2:9][CH2:10][CH2:11][c:12]2[cH:13][cH:14][c:15]([O:18][CH2:33][c:31]3[cH:30][o:29][c:28]([CH:27]=[CH:26][c:23]4[c:22]([F:35])[cH:21][c:20]([Cl:19])[cH:25][cH:24]4)[n:32]3)[cH:16][cH:17]2)[n:4][n:5][cH:6][cH:7]1.